This data is from the Open Reaction Database (ORD), a public repository of structured organic reaction records. The task is: describe an organic reaction: reactants, conditions, products, and yield Reactants: O=C1NC(Cc2ccccc2)CO1, [Li]CCCC, C1CCOC1, CC(C)(C)C(=O)Cl, O=C(O)C=Cc1ccccc1. Yields the product O=C(C=Cc1ccccc1)N1C(=O)OCC1Cc1ccccc1. As a reaction SMILES: [CH2:19]([c:20]1[cH:21][cH:22][cH:23][cH:24][cH:25]1)[CH:26]1[NH:27][C:28](=[O:31])[O:29][CH2:30]1.[CH2:32]([Li:33])[CH2:34][CH2:35][CH3:36].[CH2:37]1[O:38][CH2:39][CH2:40][CH2:41]1.[CH3:12][C:13]([CH3:14])([CH3:15])[C:16]([Cl:17])=[O:18].[OH:1][C:2](=[O:3])[CH:4]=[CH:5][c:6]1[cH:7][cH:8][cH:9][cH:10][cH:11]1>>[C:2](=[O:3])([CH:4]=[CH:5][c:6]1[cH:7][cH:8][cH:9][cH:10][cH:11]1)[N:27]1[CH:26]([CH2:19][c:20]2[cH:21][cH:22][cH:23][cH:24][cH:25]2)[CH2:30][O:29][C:28]1=[O:31]. Starting materials: CN(C=O)C (N,N-dimethylformamide), ice, O (water), NS(=O)(=O)C=1C=C(C(=O)NN)C=CC1Cl (3-amino sulfonyl-4-chlorobenzhydrazide), C(C=CC)Br (crotyl bromide). The solvent is C(C)(C)O (isopropanol). Yields the product C(C=CC)N(NC(C1=CC(=C(C=C1)Cl)S(N)(=O)=O)=O)C1=CC=CC=C1 (1-Crotyl-1-phenyl-2-(3-sulfamoyl-4-chlorobenzoyl) hydrazine). Reaction SMILES: CN(C)C=O.[NH2:6][S:7]([C:10]1[CH:11]=[C:12]([CH:17]=[CH:18][C:19]=1[Cl:20])[C:13]([NH:15][NH2:16])=[O:14])(=[O:9])=[O:8].[CH2:21](Br)[CH:22]=[CH:23][CH3:24].O>C(O)(C)C>[CH2:21]([N:16]([C:10]1[CH:11]=[CH:12][CH:17]=[CH:18][CH:19]=1)[NH:15][C:13](=[O:14])[C:12]1[CH:17]=[CH:18][C:19]([Cl:20])=[C:10]([S:7](=[O:9])(=[O:8])[NH2:6])[CH:11]=1)[CH:22]=[CH:23][CH3:24]. Reported procedure: In a 250 ml round bottomed flask is placed 90 ml of N,N-dimethylformamide and 30 grams (0.092 mole) of 3-amino sulfonyl-4-chlorobenzhydrazide. The mixture was stirred to dissolve the solid, then 18.63 gms (0.138 mole) of crotyl bromide were added. The mixture was heated at 100° for 1.66 hours at which point TLC showed the reaction to be complete. The reaction mixture was cooled and diluted with 200 ml isopropanol. This solution was dripped into a slurry of 1.5 liters of ice and 4 liters of water... The reactants are Cl, Cl, Cl, NC1CCC(CCN2CCN(c3nccc4c3OCC4)CC2)CC1, O=C(O)c1ccc(-n2cccn2)cc1. The product is O=C(NC1CCC(CCN2CCN(c3nccc4c3OCC4)CC2)CC1)c1ccc(-n2cccn2)cc1. RXN SMILES: [ClH:1].[ClH:2].[ClH:3].[O:4]1[CH2:5][CH2:6][c:7]2[c:8]1[c:9]([N:13]1[CH2:14][CH2:15][N:16]([CH2:19][CH2:20][CH:21]3[CH2:22][CH2:23][CH:24]([NH2:27])[CH2:25][CH2:26]3)[CH2:17][CH2:18]1)[n:10][cH:11][cH:12]2.[n:28]1(-[c:33]2[cH:34][cH:35][c:36]([C:37](=[O:38])[OH:39])[cH:40][cH:41]2)[n:29][cH:30][cH:31][cH:32]1>>[O:4]1[CH2:5][CH2:6][c:7]2[c:8]1[c:9]([N:13]1[CH2:14][CH2:15][N:16]([CH2:19][CH2:20][CH:21]3[CH2:22][CH2:23][CH:24]([NH:27][C:37]([c:36]4[cH:35][cH:34][c:33](-[n:28]5[n:29][cH:30][cH:31][cH:32]5)[cH:41][cH:40]4)=[O:38])[CH2:25][CH2:26]3)[CH2:17][CH2:18]1)[n:10][cH:11][cH:12]2. Starting materials: COC(=O)c1cccc2c1ccn2CCOC1CCCCO1, CO, O, Cc1ccc(S(=O)(=O)O)cc1. Yields the product COC(=O)c1cccc2c1ccn2CCO. As a reaction SMILES: [CH3:1][O:2][C:3](=[O:4])[c:5]1[c:6]2[cH:7][cH:8][n:9]([CH2:14][CH2:15][O:16][CH:17]3[CH2:18][CH2:19][CH2:20][CH2:21][O:22]3)[c:10]2[cH:11][cH:12][cH:13]1.[CH3:35][OH:36].[OH2:23].[c:24]1([CH3:25])[cH:26][cH:27][c:28]([S:29]([OH:30])(=[O:31])=[O:32])[cH:33][cH:34]1>>[CH3:1][O:2][C:3](=[O:4])[c:5]1[c:6]2[cH:7][cH:8][n:9]([CH2:14][CH2:15][OH:16])[c:10]2[cH:11][cH:12][cH:13]1.